describe an organic reaction: reactants, conditions, products, and yield From a dataset of the Open Reaction Database (ORD), a public repository of structured organic reaction records. Starting materials: OC1=C(C(=O)O)C(=CC=C1)O (2,6-dihydroxybenzoic acid), [OH-].[Na+] (NaOH), O (Water), C(C1=CC=CC=C1)Br (benzyl bromide). Solvent: C(C)O (ethanol). Reaction conditions: time 3 hour. The product is C(C1=CC=CC=C1)OC(C1=C(C=CC=C1O)O)=O (2,6-Dihydroxybenzoic Acid Benzyl Ester). RXN SMILES: [OH:1][C:2]1[CH:10]=[CH:9][CH:8]=[C:7]([OH:11])[C:3]=1[C:4]([OH:6])=[O:5].[OH-].[Na+].[CH2:14](Br)[C:15]1[CH:20]=[CH:19][CH:18]=[CH:17][CH:16]=1.O>C(O)C>[CH2:14]([O:5][C:4](=[O:6])[C:3]1[C:2]([OH:1])=[CH:10][CH:9]=[CH:8][C:7]=1[OH:11])[C:15]1[CH:20]=[CH:19][CH:18]=[CH:17][CH:16]=1 |f:1.2|. Procedure details: To a solution of 2,6-dihydroxybenzoic acid (500 mg, 3.24 mmol) in ethanol (8 mL) is added NaOH (130 mg, 3.24 mmol). After the mixture is stirred at RT for 3 h, the solvent is removed under reduced pressure. The resulting sodium salt is dissolved in DMF (10 mL) then benzyl bromide (0.39 mL, 3.24 mmol) is added and the mixture is stirred at RT for 18 h. Water is added and the mixture is extracted with EtOAc. The organic phase is washed with water and brine then is dried over sodium sulfate. The so... Reactants: ClC=1N=C(C2=C(N1)C(=NC=N2)SCC2=CC=C(C=C2)Cl)N2CCOCC2 (2-chloro-8-(4-chlorobenzyl-thio)-4-morpholino-pyrimido-[5,4-d]-pyrimidine), N1CCNCC1 (piperazine). Yields the product ClC1=CC=C(CSC2=NC=NC3=C2N=C(N=C3N3CCOCC3)N3CCNCC3)C=C1 (8-(4-Chlorobenzyl-thio)-4-morpholino-2-piperazino-pyrimido-[5,4-d]-pyrimidine). As a reaction SMILES: Cl[C:2]1[N:3]=[C:4]([N:21]2[CH2:26][CH2:25][O:24][CH2:23][CH2:22]2)[C:5]2[N:11]=[CH:10][N:9]=[C:8]([S:12][CH2:13][C:14]3[CH:19]=[CH:18][C:17]([Cl:20])=[CH:16][CH:15]=3)[C:6]=2[N:7]=1.[NH:27]1[CH2:32][CH2:31][NH:30][CH2:29][CH2:28]1>>[Cl:20][C:17]1[CH:18]=[CH:19][C:14]([CH2:13][S:12][C:8]2[C:6]3[N:7]=[C:2]([N:27]4[CH2:32][CH2:31][NH:30][CH2:29][CH2:28]4)[N:3]=[C:4]([N:21]4[CH2:26][CH2:25][O:24][CH2:23][CH2:22]4)[C:5]=3[N:11]=[CH:10][N:9]=2)=[CH:15][CH:16]=1. Procedure: This compound was prepared analogous to Example 1 from 2-chloro-8-(4-chlorobenzyl-thio)-4-morpholino-pyrimido-[5,4-d]-pyrimidine (m.p.: 135°-145° C.) and piperazine. The reactants are N1CCC2(CC1)CCC1=CC=CC=C12 (spiro[indane-1,4'-piperidine]), C([O-])([O-])=O.[K+].[K+] (potassium carbonate), C(CCC)I (n-butyl iodide). The solvent is CN(C)C=O (DMF). Yields the product C(CCC)N1CCC2(CC1)CCC1=CC=CC=C12 (1'-n-butylspiro[indane-1,4'-piperidine]). Isolated yield 53.1%. RXN SMILES: [NH:1]1[CH2:6][CH2:5][C:4]2([C:14]3[C:9](=[CH:10][CH:11]=[CH:12][CH:13]=3)[CH2:8][CH2:7]2)[CH2:3][CH2:2]1.C(=O)([O-])[O-].[K+].[K+].[CH2:21](I)[CH2:22][CH2:23][CH3:24]>CN(C=O)C>[CH2:21]([N:1]1[CH2:6][CH2:5][C:4]2([C:14]3[C:9](=[CH:10][CH:11]=[CH:12][CH:13]=3)[CH2:8][CH2:7]2)[CH2:3][CH2:2]1)[CH2:22][CH2:23][CH3:24] |f:1.2.3|. Procedure details: In the same way as that described in Example 1, step 5, the title compound was prepared using spiro[indane-1,4'-piperidine] (77 mg, 0.41 mmol), DMF (10 ml), potassium carbonate (68 mg, 0.49 mmol), and n-butyl iodide (0.05 ml, 0.45 mmol). The crude residue was chromatographed using 5:95 methanol: dichloromethane, to give 1'-n-butylspiro[indane-1,4'-piperidine] (53 mg, 53%) as a beige solid.